This data is from the Open Reaction Database (ORD), a public repository of structured organic reaction records. The task is: describe an organic reaction: reactants, conditions, products, and yield Starting materials: ClC1=CC=C(C=C1)C(CO)NC(=O)C1(CCN(CC1)C=1C2=C(N=CN1)NC=C2)NC(OC(C)(C)C)=O (tert-Butyl 4-(1-(4-chlorophenyl)-2-hydroxyethylcarbamoyl)-1-(7H-pyrrolo[2,3-d]pyrimidin-4-yl)piperidin-4-ylcarbamate), ClC1=CC=C(C=C1)C(CO)NC(=O)C1(CCN(CC1)C=1C2=C(N=CN1)NC=C2)NC(OC(C)(C)C)=O (tert-Butyl 4-(1-(4-chlorophenyl)-2-hydroxyethylcarbamoyl)-1-(7H-pyrrolo[2,3-d]pyrimidin-4-yl)piperidin-4-ylcarbamate), FC(C(=O)O)(F)F (trifluoroacetic acid). Conditions: time 1 hour. Product: NC1(CCN(CC1)C=1C2=C(N=CN1)NC=C2)C(=O)NC(CO)C2=CC=C(C=C2)Cl (4-amino-N-(1-(4-chlorophenyl)-2-hydroxyethyl)-1-(7H-pyrrolo[2,3-d]pyrimidin-4-yl)piperidine-4-carboxamide). Isolated yield 99.1%. Reaction SMILES: [Cl:1][C:2]1[CH:7]=[CH:6][C:5]([CH:8]([NH:11][C:12]([C:14]2([NH:29]C(=O)OC(C)(C)C)[CH2:19][CH2:18][N:17]([C:20]3[C:21]4[CH:28]=[CH:27][NH:26][C:22]=4[N:23]=[CH:24][N:25]=3)[CH2:16][CH2:15]2)=[O:13])[CH2:9][OH:10])=[CH:4][CH:3]=1.FC(F)(F)C(O)=O>>[NH2:29][C:14]1([C:12]([NH:11][CH:8]([C:5]2[CH:4]=[CH:3][C:2]([Cl:1])=[CH:7][CH:6]=2)[CH2:9][OH:10])=[O:13])[CH2:15][CH2:16][N:17]([C:20]2[C:21]3[CH:28]=[CH:27][NH:26][C:22]=3[N:23]=[CH:24][N:25]=2)[CH2:18][CH2:19]1. Reported procedure: tert-Butyl 4-(1-(4-chlorophenyl)-2-hydroxyethylcarbamoyl)-1-(7H-pyrrolo[2,3-d]pyrimidin-4-yl)piperidin-4-ylcarbamate (Intermediate 18) (137 mg, 0.27 mmol) was treated with trifluoroacetic acid (2 mL). The solution was stirred for 1 hour at room temperature. The mixture was concentrated under reduced pressure. The crude product was purified by ion exchange chromatography, using a SCX column. The residue was loaded onto the column in methanol and washed with methanol. The desired product was elute... The reactants are Cc1ccc(S(=O)(=O)OC2CC(=O)N(Cc3ccccc3)C2)cc1, Cl, [H-], [Na+], CN(C)C=O, O, CCOC(=O)c1cc2ccccc2[nH]1. The product is CCOC(=O)c1cc2ccccc2n1CC1CC(=O)N(Cc2ccccc2)C1. Reaction SMILES: [CH2:17]([c:18]1[cH:19][cH:20][cH:21][cH:22][cH:23]1)[N:24]1[C:25](=[O:40])[CH2:26][CH:27]([O:29][S:30]([c:31]2[cH:32][cH:33][c:34]([CH3:35])[cH:36][cH:37]2)(=[O:38])=[O:39])[CH2:28]1.[ClH:41].[H-:15].[Na+:16].[O:42]=[CH:43][N:44]([CH3:45])[CH3:46].[OH2:47].[nH:1]1[c:2]([C:10](=[O:11])[O:12][CH2:13][CH3:14])[cH:3][c:4]2[cH:5][cH:6][cH:7][cH:8][c:9]12>>[n:1]1([CH2:43][CH:27]2[CH2:26][C:25](=[O:40])[N:24]([CH2:17][c:18]3[cH:19][cH:20][cH:21][cH:22][cH:23]3)[CH2:28]2)[c:2]([C:10](=[O:11])[O:12][CH2:13][CH3:14])[cH:3][c:4]2[cH:5][cH:6][cH:7][cH:8][c:9]12. Reactants: ClC1=C(OC2CN(C2)C(=O)Cl)C=CC(=C1)C(F)(F)F (3-[2-chloro-4-(trifluoromethyl)phenoxy]-1-azetidinecarbonyl chloride), [OH-].[NH4+] (ammonium hydroxide). Run in O1CCCC1 (tetrahydrofuran), O (water). Conditions: time 16 hour. Yields the product ClC1=C(OC2CN(C2)C(=O)N)C=CC(=C1)C(F)(F)F (3-[2-Chloro-4-(trifluoromethyl)phenoxy]-1-azetidinecarboxamide). Yield: 83.5%. Reaction SMILES: [Cl:1][C:2]1[CH:15]=[C:14]([C:16]([F:19])([F:18])[F:17])[CH:13]=[CH:12][C:3]=1[O:4][CH:5]1[CH2:8][N:7]([C:9](Cl)=[O:10])[CH2:6]1.[OH-].[NH4+:21]>O1CCCC1.O>[Cl:1][C:2]1[CH:15]=[C:14]([C:16]([F:19])([F:18])[F:17])[CH:13]=[CH:12][C:3]=1[O:4][CH:5]1[CH2:8][N:7]([C:9]([NH2:21])=[O:10])[CH2:6]1 |f:1.2|. Reported procedure: A solution of 2 g (0.0065 mole) of 3-[2-chloro-4-(trifluoromethyl)phenoxy]-1-azetidinecarbonyl chloride in 15 ml of tetrahydrofuran was treated while stirring with 1 ml (0.013 mole) of 57% ammonium hydroxide. After stirring for 16 h the reaction mixture was diluted with 100 ml of water and the solid which precipitated was collected by filtration (2.4 g). Recrystallization from benzene/ligroin yielded 1.6 g (83.5%) of white crystals, mp. 156°-159° C. Starting materials: ClC=1C=C(C=CC1)NC(=O)N (N-[3-chlorophenyl]urea), Cl (hydrochloric acid), C(#N)C1=CC=C(C=O)C=C1 (4-cyanobenzaldehyde), O=C(CC(=O)OCC)C (ethyl 3-oxobutanoate). Run in C1CCOC1 (THF). Yields the product C(#N)C1=CC=C(C=C1)C1NC(N(C(=C1C(=O)OCC)C)C1=CC(=CC=C1)Cl)=O (Ethyl 4-(4-cyanophenyl)-6-methyl-2-oxo-1-[3-chlorophenyl]-1,2,3,4-tetrahydro-5-pyrimidinecarboxylate). Reaction SMILES: [Cl:1][C:2]1[CH:3]=[C:4]([NH:8][C:9]([NH2:11])=[O:10])[CH:5]=[CH:6][CH:7]=1.[C:12]([C:14]1[CH:21]=[CH:20][C:17]([CH:18]=O)=[CH:16][CH:15]=1)#[N:13].O=[C:23]([CH3:30])[CH2:24][C:25]([O:27][CH2:28][CH3:29])=[O:26].Cl>C1COCC1>[C:12]([C:14]1[CH:21]=[CH:20][C:17]([CH:18]2[C:24]([C:25]([O:27][CH2:28][CH3:29])=[O:26])=[C:23]([CH3:30])[N:8]([C:4]3[CH:5]=[CH:6][CH:7]=[C:2]([Cl:1])[CH:3]=3)[C:9](=[O:10])[NH:11]2)=[CH:16][CH:15]=1)#[N:13]. Procedure details: 170 mg (1.0 mmol) N-[3-chlorophenyl]urea, 100 mg (0.77 mmol) 4-cyanobenzaldehyde and 100 mg (0.77 mmol) ethyl 3-oxobutanoate are suspended in 2 ml of THF, and catalytic amounts of concentrated hydrochloric acid are added. The mixture is stirred at reflux for 18 hours. After cooling down to room temperature, the solvent is removed in vacuo and the residue is purified by column chromatography on silica with cyclohexane/ethyl acetate as eluent. Starting materials: C(C)(C)(C)OC(=O)NC1=C(C=CC=C1)NC(C1=CC=C(C=C1)B1OC(C(O1)(C)C)(C)C)=O (N-(2-t-Butoxycarbonylaminophenyl)-4-(4,4,5,5-tetramethyl-1,3,2-dioxaborolan-2-yl)benzamide), C1(=CC=CC=C1)NC(OCC1=CN=C(S1)Cl)=O ((2-chloro-1,3-thiazol-5-yl)methyl N-phenylcarbamate), crude residue. Run in C(C)(=O)OCC.O (ethyl acetate water). The product is C1(=CC=CC=C1)NC(OCC1=CN=C(S1)C1=CC=C(C=C1)C(=O)NC1=C(C=CC=C1)NC(=O)OC(C)(C)C)=O ([2-(4-{[(2-t-butoxycarbonylaminophenyl)amino]carbonyl}phenyl)-1,3-thiazol-5-yl]methyl phenylcarbamate). RXN SMILES: [C:1]([O:5][C:6]([NH:8][C:9]1[CH:14]=[CH:13][CH:12]=[CH:11][C:10]=1[NH:15][C:16](=[O:32])[C:17]1[CH:22]=[CH:21][C:20](B2OC(C)(C)C(C)(C)O2)=[CH:19][CH:18]=1)=[O:7])([CH3:4])([CH3:3])[CH3:2].[C:33]1([NH:39][C:40](=[O:49])[O:41][CH2:42][C:43]2[S:47][C:46](Cl)=[N:45][CH:44]=2)[CH:38]=[CH:37][CH:36]=[CH:35][CH:34]=1>C(OCC)(=O)C.O>[C:33]1([NH:39][C:40](=[O:49])[O:41][CH2:42][C:43]2[S:47][C:46]([C:20]3[CH:19]=[CH:18][C:17]([C:16]([NH:15][C:10]4[CH:11]=[CH:12][CH:13]=[CH:14][C:9]=4[NH:8][C:6]([O:5][C:1]([CH3:4])([CH3:3])[CH3:2])=[O:7])=[O:32])=[CH:22][CH:21]=3)=[N:45][CH:44]=2)[CH:38]=[CH:37][CH:36]=[CH:35][CH:34]=1 |f:2.3|. Reported procedure: Using an analogous procedure to that described in Method 4, N-(2-t-butoxycarbonylaminophenyl)-4-(4,4,5,5-tetramethyl-1,3,2-dioxaborolan-2-yl)benzamide (Method 13, 219 mg, 0.5 mmol) was reacted with (2-chloro-1,3-thiazol-5-yl)methyl N-phenylcarbamate (136 mg, 0.5 mmol). The crude residue stirred in ethyl acetate/water for 16 hours before being filtered, and the aqueous removed using a Varian Chem Elut Column (CE1010). The resulting solution was concentrated and purified by flash chromatography on...